Dataset: the Open Reaction Database (ORD), a public repository of structured organic reaction records. Task: describe an organic reaction: reactants, conditions, products, and yield Starting materials: CC(=O)O, Cc1nc(-c2nc3c(s2)CCOc2cc(C(C)N)ccc2-3)n(C(C)C)n1, N#CO[K], O. The product is Cc1nc(-c2nc3c(s2)CCOc2cc(C(C)NC(N)=O)ccc2-3)n(C(C)C)n1. RXN SMILES: [CH3:31][C:32](=[O:33])[OH:34].[CH:1]([CH3:2])([CH3:3])[n:4]1[n:5][c:6]([CH3:26])[n:7][c:8]1-[c:9]1[s:10][c:11]2[c:17]([n:18]1)-[c:16]1[c:15]([cH:22][c:21]([CH:23]([CH3:24])[NH2:25])[cH:20][cH:19]1)[O:14][CH2:13][CH2:12]2.[K:27][O:28][C:29]#[N:30].[OH2:35]>>[CH:1]([CH3:2])([CH3:3])[n:4]1[n:5][c:6]([CH3:26])[n:7][c:8]1-[c:9]1[s:10][c:11]2[c:17]([n:18]1)-[c:16]1[c:15]([cH:22][c:21]([CH:23]([CH3:24])[NH:25][C:29](=[O:28])[NH2:30])[cH:20][cH:19]1)[O:14][CH2:13][CH2:12]2. Reactants: C(C)(C)(C)OC(N[C@H]1[C@@H](CN(CC1)C)OC)=O (Tert-butyl((3R,4R)-3-methoxy-1-methyl-piperidin-4-yl)-carbamate), Cl (HCl). Run at time 1 hour. The product is CO[C@@H]1CN(CC[C@H]1N)C ((3R,4R)-3-methoxy-1-methyl-piperidin-4-ylamine). RXN SMILES: C(OC(=O)[NH:7][C@@H:8]1[CH2:13][CH2:12][N:11]([CH3:14])[CH2:10][C@H:9]1[O:15][CH3:16])(C)(C)C.Cl>>[CH3:16][O:15][C@H:9]1[C@H:8]([NH2:7])[CH2:13][CH2:12][N:11]([CH3:14])[CH2:10]1. Procedure: Tert-butyl((3R,4R)-3-methoxy-1-methyl-piperidin-4-yl)-carbamate (3.01 g) is combined with HCl (4 molar in dioxane, 25 mL). After 1 h the reaction mixture is freed from the solvent in vacuo and used in the next step without any further purification. The reactants are methyl ester, COC(C1=CC(=C(C(=C1)S(N)(=O)=O)OC1=CC=C(C=C1)C)N1CCCC1)=O (4-(4'-Methylphenoxy)-3-(1-pyrrolidinyl)-5-sulphamoylbenzoic acid methyl ester). Run in [OH-].[Na+] (NaOH). Yields the product CC1=CC=C(OC2=C(C=C(C(=O)O)C=C2S(N)(=O)=O)N2CCCC2)C=C1 (4-(4'-Methylphenoxy)-3-(1-pyrrolidinyl)-5-sulphamoylbenzoic acid). As a reaction SMILES: C[O:2][C:3](=[O:27])[C:4]1[CH:9]=[C:8]([S:10](=[O:13])(=[O:12])[NH2:11])[C:7]([O:14][C:15]2[CH:20]=[CH:19][C:18]([CH3:21])=[CH:17][CH:16]=2)=[C:6]([N:22]2[CH2:26][CH2:25][CH2:24][CH2:23]2)[CH:5]=1>[OH-].[Na+]>[CH3:21][C:18]1[CH:17]=[CH:16][C:15]([O:14][C:7]2[C:8]([S:10](=[O:12])(=[O:13])[NH2:11])=[CH:9][C:4]([C:3]([OH:27])=[O:2])=[CH:5][C:6]=2[N:22]2[CH2:23][CH2:24][CH2:25][CH2:26]2)=[CH:20][CH:19]=1 |f:1.2|. Procedure details: The methyl ester obtained according to (e) os suspended in 1 N NaOH and heated on the steam bath until a clear solution has formed. The whole is filtered and acidified to pH 3. The 4-(4'-methylphenoxy)-3-(1-pyrrolidinyl)-5-sulphamoylbenzoic acid that has precipitated is recrystallised from methanol; light yellow crystals melting at 230°-233° C with decomposition. The reactants are C1(CC1)C1=CC=C(CNCCC2=CC(=C(C=C2)F)C(F)(F)F)C=C1 ((4-cyclopropylbenzyl)-[2-(4-fluoro-3-trifluoromethylphenyl)-ethyl]-amine), [BH4-].[Na+] (sodium borohydride), CC1(CCC2=CC(=CC=C12)C=O)C (1,1-dimethylindan-5-carbaldehyde), FC(C=1C=C(C=CC1)CCN)(F)F (2-(3-trifluoromethylphenyl)-ethylamine). Product: CC1(CCC2=CC(=CC=C12)CNCCC1=CC(=CC=C1)C(F)(F)F)C ((1,1-dimethylindan-5-ylmethyl)-[2-(3-trifluoromethylphenyl)-ethyl]-amine). The yield is 97.0%. As a reaction SMILES: C1(C2C=CC(C[NH:9][CH2:10][CH2:11][C:12]3[CH:17]=[CH:16][C:15](F)=[C:14]([C:19]([F:22])([F:21])[F:20])[CH:13]=3)=CC=2)CC1.[CH3:25][C:26]1([CH3:37])[C:34]2[C:29](=[CH:30][C:31]([CH:35]=O)=[CH:32][CH:33]=2)[CH2:28][CH2:27]1.FC(F)(F)C1C=C(CCN)C=CC=1.[BH4-].[Na+]>>[CH3:25][C:26]1([CH3:37])[C:34]2[C:29](=[CH:30][C:31]([CH2:35][NH:9][CH2:10][CH2:11][C:12]3[CH:17]=[CH:16][CH:15]=[C:14]([C:19]([F:20])([F:21])[F:22])[CH:13]=3)=[CH:32][CH:33]=2)[CH2:28][CH2:27]1 |f:3.4|. Procedure: The title compound was synthesized in analogy to (4-cyclopropylbenzyl)-[2-(4-fluoro-3-trifluoromethylphenyl)-ethyl]-amine (described in example S53) using 1,1-dimethylindan-5-carbaldehyde (100 mg, 0.57 mmol), 2-(3-trifluoromethylphenyl)-ethylamine (109 mg, 0.57 mmol) and sodium borohydride (33 mg, 0.86 mmol). The desired product (194 mg, 97%) was isolated without further purification as a colorless oil. MS (ISP) 348.4 (M+H)+.